This data is from the Open Reaction Database (ORD), a public repository of structured organic reaction records. The task is: describe an organic reaction: reactants, conditions, products, and yield Reactants: CC(c1ccc(Br)cc1)N1CCC(CCCO)(c2ccc(F)cc2)OC1=O, Cc1cc(Br)nc(C)n1. Product: Cc1cc(-c2ccc(C(C)N3CCC(CCCO)(c4ccc(F)cc4)OC3=O)cc2)nc(C)n1. As a reaction SMILES: [Br:1][c:2]1[cH:3][cH:4][c:5]([CH:8]([CH3:9])[N:10]2[C:11](=[O:27])[O:12][C:13]([CH2:16][CH2:17][CH2:18][OH:19])([c:20]3[cH:21][cH:22][c:23]([F:26])[cH:24][cH:25]3)[CH2:14][CH2:15]2)[cH:6][cH:7]1.[Br:28][c:29]1[n:30][c:31]([CH3:36])[n:32][c:33]([CH3:35])[cH:34]1>>[c:2]1(-[c:29]2[n:30][c:31]([CH3:36])[n:32][c:33]([CH3:35])[cH:34]2)[cH:3][cH:4][c:5]([CH:8]([CH3:9])[N:10]2[C:11](=[O:27])[O:12][C:13]([CH2:16][CH2:17][CH2:18][OH:19])([c:20]3[cH:21][cH:22][c:23]([F:26])[cH:24][cH:25]3)[CH2:14][CH2:15]2)[cH:6][cH:7]1. Reactants: C(#N)C1=NC(=CC=C1)C1=CC=CC=C1 (2-Cyano-6-phenylpyridine), C(C)(=O)O (acetic acid), [Na] (sodium). Solvent: C[O-].[Na+] (sodium methoxide), CO (methanol), CO (methanol). Reaction conditions: time 8 hour. Yields the product N1=C(C=CC=C1)C(OC)=N (methyl 2-picoline imidate). As a reaction SMILES: [C:1]([C:3]1[CH:8]=[CH:7][CH:6]=[C:5](C2C=CC=CC=2)[N:4]=1)#[N:2].[Na].[C:16](O)(=[O:18])C>C[O-].[Na+].CO>[N:4]1[CH:5]=[CH:6][CH:7]=[CH:8][C:3]=1[C:1](=[NH:2])[O:18][CH3:16] |f:3.4,^1:14|. Reported procedure: 2-Cyano-6-phenylpyridine (20 g) was dissolved in a solution of sodium methoxide in methanol prepared from methanol (200 ml) and metallic sodium (0.77 g). After the solution was left to stand overnight, acetic acid (2.0 g) was added thereto, followed by concentration under reduced pressure. The resulting residue was dissolved in ether (200 ml) and insoluble materials were filtered out. The filtrate was concentrated under reduced pressure to obtain methyl 2-picoline imidate.